Dataset: the Open Reaction Database (ORD), a public repository of structured organic reaction records. Task: describe an organic reaction: reactants, conditions, products, and yield Reactants: C(C)NCC (diethylamine), OC(C(=O)O)CCC1=CC=C(C=C1)C1=C(C=CC=C1)Cl (α-hydroxy-γ-(2'-chloro-4-biphenylyl)butyric acid). Run in CCCCCC (n-hexane). Product: C(C)[NH2+]CC.OC(C(=O)[O-])CCC1=CC=C(C=C1)C1=C(C=CC=C1)Cl (α-hydroxy-γ-(2'-chloro-4-biphenylyl)butyric acid, diethylammonium salt). As a reaction SMILES: [CH2:1]([NH:3][CH2:4][CH3:5])[CH3:2].[OH:6][CH:7]([CH2:11][CH2:12][C:13]1[CH:18]=[CH:17][C:16]([C:19]2[CH:24]=[CH:23][CH:22]=[CH:21][C:20]=2[Cl:25])=[CH:15][CH:14]=1)[C:8]([OH:10])=[O:9]>CCCCCC>[CH2:1]([NH2+:3][CH2:4][CH3:5])[CH3:2].[OH:6][CH:7]([CH2:11][CH2:12][C:13]1[CH:18]=[CH:17][C:16]([C:19]2[CH:24]=[CH:23][CH:22]=[CH:21][C:20]=2[Cl:25])=[CH:15][CH:14]=1)[C:8]([O-:10])=[O:9] |f:3.4|. Procedure details: Anhydrous diethylamine (0.11 moles) is added dropwise to a stirred solution of α-hydroxy-γ-(2'-chloro-4-biphenylyl)butyric acid (0.10 moles) in 100 ml. of n-hexane at 0°C. The precipitated diethylammonium salt is collected on a filter washed with n-hexane and dried in a vacuum desiccator to obtain α-hydroxy-γ-(2'-chloro-4-biphenylyl)butyric acid, diethylammonium salt. The reactants are Cc1nnn(C2CCN(Cc3ccccc3)C2)c1C, CO, Cl. Product: Cl, Cc1nnn(C2CCNC2)c1C. Reaction SMILES: [CH2:1]([c:2]1[cH:3][cH:4][cH:5][cH:6][cH:7]1)[N:8]1[CH2:9][CH:10]([n:13]2[n:14][n:15][c:16]([CH3:19])[c:17]2[CH3:18])[CH2:11][CH2:12]1.[CH3:21][OH:22].[ClH:20]>>[ClH:20].[NH:8]1[CH2:9][CH:10]([n:13]2[n:14][n:15][c:16]([CH3:19])[c:17]2[CH3:18])[CH2:11][CH2:12]1. Starting materials: ClC1=CC=C(C(=O)CCC(=O)O)C=C1 (3-(4-chlorobenzoyl)-propionic acid), CNN (methyl hydrazine). Run in C(C)O (ethanol). Yields the product ClC1=CC=C(C=C1)C=1CCC(N(N1)C)=O (6-(4-chlorophenyl)-2-methyl-4,5-dihydropyridazinone). RXN SMILES: [Cl:1][C:2]1[CH:14]=[CH:13][C:5]([C:6]([CH2:8][CH2:9][C:10](O)=[O:11])=O)=[CH:4][CH:3]=1.[CH3:15][NH:16][NH2:17]>C(O)C>[Cl:1][C:2]1[CH:14]=[CH:13][C:5]([C:6]2[CH2:8][CH2:9][C:10](=[O:11])[N:16]([CH3:15])[N:17]=2)=[CH:4][CH:3]=1. Reported procedure: To a 250 ml flask equipped with magnetic stirrer and reflux condenser was charged 10 g of 3-(4-chlorobenzoyl)-propionic acid, 250 ml. of absolute ethanol, and 2.5 ml of methyl hydrazine. The reaction was refluxed for 3 hours and cooled to yield a solid which was collected by vacuum filtration, washed with 50 ml of hexane, and air dried. Isolated 9.5 g of product as a white solid. Reactants: [Li]CCCC, CCI, CC(C)[N-]C(C)C, CC(C)NC(C)C, Cl, COc1ccc(N2CC(c3ccc(F)cc3)=CC2=O)cc1, [Li+], C1CCOC1. Product: CCC1=C(c2ccc(F)cc2)CN(c2ccc(OC)cc2)C1=O. As a reaction SMILES: [CH2:16]([Li:17])[CH2:18][CH2:19][CH3:20].[CH2:42]([I:43])[CH3:44].[CH:1]([CH3:2])([N-:3][CH:4]([CH3:5])[CH3:6])[CH3:7].[CH:9]([NH:10][CH:11]([CH3:12])[CH3:13])([CH3:14])[CH3:15].[ClH:45].[F:21][c:22]1[cH:23][cH:24][c:25]([C:28]2=[CH:29][C:30](=[O:41])[N:31]([c:33]3[cH:34][cH:35][c:36]([O:39][CH3:40])[cH:37][cH:38]3)[CH2:32]2)[cH:26][cH:27]1.[Li+:8].[O:46]1[CH2:47][CH2:48][CH2:49][CH2:50]1>>[CH2:1]([CH3:2])[C:29]1=[C:28]([c:25]2[cH:24][cH:23][c:22]([F:21])[cH:27][cH:26]2)[CH2:32][N:31]([c:33]2[cH:34][cH:35][c:36]([O:39][CH3:40])[cH:37][cH:38]2)[C:30]1=[O:41]. Reactants: COC(C1=CC(=C(C=C1)S(NC=1C=CC=C2C=CC=NC12)(=O)=O)[N+](=O)[O-])=O (3-nitro-4-(quinolin-8-ylsulfamoyl)-benzoic acid methyl ester), COC(C1=CC(=C(C=C1)S(NC=1C=CC=C2C=CC=NC12)(=O)=O)[N+](=O)[O-])=O (3-nitro-4-(quinolin-8-ylsulfamoyl)-benzoic acid methyl ester), Cl[Sn]Cl (SnCl2). Reagents/catalysts: Cl (HCl). The solvent is CCO (EtOH). Product: COC(C1=CC(=C(C=C1)S(NC=1C=CC=C2C=CC=NC12)(=O)=O)N)=O (3-Amino-4-(quinolin-8-ylsulfamoyl)-benzoic acid methyl ester). The yield is 88.8%. As a reaction SMILES: [CH3:1][O:2][C:3](=[O:27])[C:4]1[CH:9]=[CH:8][C:7]([S:10](=[O:23])(=[O:22])[NH:11][C:12]2[CH:13]=[CH:14][CH:15]=[C:16]3[C:21]=2[N:20]=[CH:19][CH:18]=[CH:17]3)=[C:6]([N+:24]([O-])=O)[CH:5]=1.Cl[Sn]Cl>Cl.CCO>[CH3:1][O:2][C:3](=[O:27])[C:4]1[CH:9]=[CH:8][C:7]([S:10](=[O:23])(=[O:22])[NH:11][C:12]2[CH:13]=[CH:14][CH:15]=[C:16]3[C:21]=2[N:20]=[CH:19][CH:18]=[CH:17]3)=[C:6]([NH2:24])[CH:5]=1. Reported procedure: In a similar fashion using route 1 general procedure 4, 3-nitro-4-(quinolin-8-ylsulfamoyl)-benzoic acid methyl ester (Intermediate 249) (0.65 g, 1.67 mmol), SnCl2 (1.6 g, 8.3 mmol), 4-5 drops of conc. HCl and EtOH (15 ml) at 85° C. for 5 h gave the title compound (0.53 g, 88%). Reactants: O=C(C=Cc1ccccc1)NC(=O)c1ccccc1F, Cc1ccccc1, N#CCC#N. Product: N#CC(C#N)C(CC(=O)NC(=O)c1ccccc1F)c1ccccc1. RXN SMILES: [C:1]([CH:2]=[CH:3][c:4]1[cH:5][cH:6][cH:7][cH:8][cH:9]1)(=[O:10])[NH:11][C:12]([c:13]1[c:14]([F:19])[cH:15][cH:16][cH:17][cH:18]1)=[O:20].[CH3:26][c:27]1[cH:28][cH:29][cH:30][cH:31][cH:32]1.[N:21]#[C:22][CH2:23][C:24]#[N:25]>>[C:1]([CH2:2][CH:3]([c:4]1[cH:5][cH:6][cH:7][cH:8][cH:9]1)[CH:23]([C:22]#[N:21])[C:24]#[N:25])(=[O:10])[NH:11][C:12]([c:13]1[c:14]([F:19])[cH:15][cH:16][cH:17][cH:18]1)=[O:20]. Starting materials: O=S(=O)(NC1CCN(Cc2ccccc2)CC1)c1ccccc1, [Li]CCCC, COCCOC, CO, O=Cc1ccc(F)cc1. The product is O=S1(=O)c2ccccc2C(c2ccc(F)cc2)N1C1CCN(Cc2ccccc2)CC1. Reaction SMILES: [CH2:1]([c:2]1[cH:3][cH:4][cH:5][cH:6][cH:7]1)[N:8]1[CH2:9][CH2:10][CH:11]([NH:14][S:15](=[O:16])(=[O:17])[c:18]2[cH:19][cH:20][cH:21][cH:22][cH:23]2)[CH2:12][CH2:13]1.[CH2:24]([Li:25])[CH2:26][CH2:27][CH3:28].[CH2:40]([CH2:41][O:42][CH3:43])[O:44][CH3:45].[CH3:38][OH:39].[F:29][c:30]1[cH:31][cH:32][c:33]([CH:34]=[O:35])[cH:36][cH:37]1>>[CH2:1]([c:2]1[cH:3][cH:4][cH:5][cH:6][cH:7]1)[N:8]1[CH2:9][CH2:10][CH:11]([N:14]2[S:15](=[O:16])(=[O:17])[c:18]3[c:19]([cH:20][cH:21][cH:22][cH:23]3)[CH:34]2[c:33]2[cH:32][cH:31][c:30]([F:29])[cH:37][cH:36]2)[CH2:12][CH2:13]1.